Task: describe an organic reaction: reactants, conditions, products, and yield. Dataset: the Open Reaction Database (ORD), a public repository of structured organic reaction records Reactants: CCCCBr, [Li]CCCC, CCCCCC, CCCCC, CC(C)NC(C)C, Cl, C1CCOC1, O, O=C(O)CC1=C(c2ccccc2)c2ccccc2OC1. Product: CCCCC(C(=O)O)C1=C(c2ccccc2)c2ccccc2OC1. As a reaction SMILES: [Br:33][CH2:34][CH2:35][CH2:36][CH3:37].[CH2:8]([CH2:9][CH2:10][CH3:11])[Li:12].[CH3:44][CH2:45][CH2:46][CH2:47][CH2:48][CH3:49].[CH3:50][CH2:51][CH2:52][CH2:53][CH3:54].[CH:1]([NH:2][CH:3]([CH3:4])[CH3:5])([CH3:6])[CH3:7].[ClH:38].[O:39]1[CH2:40][CH2:41][CH2:42][CH2:43]1.[OH2:55].[c:13]1([C:19]2=[C:24]([CH2:25][C:26](=[O:27])[OH:28])[CH2:23][O:22][c:21]3[c:20]2[cH:32][cH:31][cH:30][cH:29]3)[cH:14][cH:15][cH:16][cH:17][cH:18]1>>[CH2:8]([CH2:9][CH2:10][CH3:11])[CH:25]([C:24]1=[C:19]([c:13]2[cH:14][cH:15][cH:16][cH:17][cH:18]2)[c:20]2[c:21]([cH:29][cH:30][cH:31][cH:32]2)[O:22][CH2:23]1)[C:26](=[O:27])[OH:28].